Dataset: the Open Reaction Database (ORD), a public repository of structured organic reaction records. Task: describe an organic reaction: reactants, conditions, products, and yield Reactants: CN(C(=O)C1=COC=C1)OC (3-(N-methyl-N-methoxycarbamoyl)furan), C(CCC)[Li] (n-butyllithium), BrC1=COC=C1 (3-bromofuran). The solvent is CCOCC (ether), CCOCC (ether), CCOCC (ether). Conditions: temperature -78 celsius, time 20 minute. Product: O1C=C(C=C1)C(=O)C1=COC=C1 (di-(3-furyl)ketone). The yield is 78.4%. Reaction SMILES: C([Li])CCC.Br[C:7]1[CH:11]=[CH:10][O:9][CH:8]=1.CN(OC)[C:14]([C:16]1[CH:20]=[CH:19][O:18][CH:17]=1)=[O:15]>CCOCC>[O:9]1[CH:10]=[CH:11][C:7]([C:14]([C:16]2[CH:20]=[CH:19][O:18][CH:17]=2)=[O:15])=[CH:8]1. Procedure: To a solution of n-butyllithium (2.5M, 28 mL, 0.07 mol) in 150 mL of ether at -78 ° C. was added a solution of 3-bromofuran (10 g, 0.0628 mol) in 30 mL of ether over a 20 min period and the mixture was stirred at -78° C. for 20 min. To the above mixture was added 3-(N-methyl-N-methoxycarbamoyl)furan (9.16 g, 0.059 mol) in 30 mL of ether over a 15 min period and the mixture was stirred at room temperature for 1/2 h. The reaction mixture was quenched with 200 mL of ammonium chloride solution, 500 ... Starting materials: ClC1=CC2=C(C=CCN=C2C2=CC=CC=C2)C=C1 (8-chloro-1-phenyl-3H-2-benzazepine), ClC1=CC(=CC=C1)C(=O)OO (metachloroperbenzoic acid). The solvent is C(Cl)Cl (methylene chloride). Run at time 16 hour. Product: ClC1=CC2=C(C=CC[N+](=C2C2=CC=CC=C2)[O-])C=C1 (8-Chloro-1-phenyl-3H-2-benzazepine-2-oxide). Reaction SMILES: [Cl:1][C:2]1[CH:18]=[CH:17][C:5]2[CH:6]=[CH:7][CH2:8][N:9]=[C:10]([C:11]3[CH:16]=[CH:15][CH:14]=[CH:13][CH:12]=3)[C:4]=2[CH:3]=1.ClC1C=CC=C(C(OO)=[O:27])C=1>C(Cl)Cl>[Cl:1][C:2]1[CH:18]=[CH:17][C:5]2[CH:6]=[CH:7][CH2:8][N+:9]([O-:27])=[C:10]([C:11]3[CH:16]=[CH:15][CH:14]=[CH:13][CH:12]=3)[C:4]=2[CH:3]=1. Procedure details: A mixture of 10.7 g (42 mmole) of 8-chloro-1-phenyl-3H-2-benzazepine, 10.7 g (53 mmole) of 85% metachloroperbenzoic acid and 100 ml of methylene chloride was stirred at room temperature or 16 hr. The mixture was washed with cold dilute aqueous sodium hydroxide and brine. The methylene chloride solution was dried over anhydrous sodium sulfate and concentrated at reduced pressure to dryness. The residue was crystallized with ether to give crude product, mp 130°-131° C. Recrystallization from ether... Starting materials: FC1=C(C(=C(C=C1F)F)F)O (2,3,5,6-tetrafluorophenol), C1(CCCCC1)N=C=NC1CCCCC1 (dicyclohexylcarbodiimide), CC(CC(=O)O)(C#C)C (3,3-dimethyl-4-pentynoic acid), CCCC[SnH](CCCC)CCCC (Bu3SnH), B(CC)(CC)CC (Et3B). Solvent: C1(=CC=CC=C1)C (toluene). Conditions: time 2 hour. Yields the product CC(CC(=O)OC1=C(C(=CC(=C1F)F)F)F)(C=C[Sn](CCCC)(CCCC)CCCC)C (2,3,5,6-tetrafluorophenyl 3,3-dimethyl-5-(tri-n-butylstannyl)-4 -pentenoate). Isolated yield 45.3%. Reaction SMILES: [CH3:1][C:2]([CH3:9])([C:7]#[CH:8])[CH2:3][C:4]([OH:6])=[O:5].[CH3:10][CH2:11][CH2:12][CH2:13][SnH:14]([CH2:19][CH2:20][CH2:21][CH3:22])[CH2:15][CH2:16][CH2:17][CH3:18].B(CC)(CC)CC.[F:30][C:31]1[C:36]([F:37])=[CH:35][C:34]([F:38])=[C:33]([F:39])[C:32]=1O.C1(N=C=NC2CCCCC2)CCCCC1>C1(C)C=CC=CC=1>[CH3:1][C:2]([CH3:9])([CH:7]=[CH:8][Sn:14]([CH2:13][CH2:12][CH2:11][CH3:10])([CH2:19][CH2:20][CH2:21][CH3:22])[CH2:15][CH2:16][CH2:17][CH3:18])[CH2:3][C:4]([O:6][C:32]1[C:31]([F:30])=[C:36]([F:37])[CH:35]=[C:34]([F:38])[C:33]=1[F:39])=[O:5]. Procedure: To a solution of 3,3-dimethyl-4-pentynoic acid (20 mg, 0.16 mmol) in toluene (0.30 mL) under N2 was added Bu3SnH (0.10 mL, 0.38 mmol) followed by Et3B (0.03 mL, 1.0M solutions in hexanes, 0.03 mmol). The resulting solution was stirred at room temperature for 21/2 hours after which the solvent was evaporated under reduced pressure. The resulting oil was dissolved in anhydrous THF (0.32 mL) and 2,3,5,6-tetrafluorophenol (60 mg, 0.36 mmol) followed by dicyclohexylcarbodiimide (68 mg, 033 mmol) were... The reactants are ClC1=C(C=CC(=C1)C#N)C(CC(=O)C=1C(=C(C(=CC1OC)OC)C1C(N(CC1)C)COC(C)=O)O)=O (acetic acid 3-{3-[3-(2-chloro-4-cyano-phenyl)-3-oxo-propionyl]-2-hydroxy-4,6-dimethoxy-phenyl}-1-methyl-pyrrolidin-2-ylmethyl ester), C(=O)(O)[O-].[Na+] (NaHCO3). Solvent: Cl (HCl). Reaction conditions: time 3 hour. The product is ClC1=C(C=CC(=C1)C#N)C=1OC2=C(C(=CC(=C2C(C1)=O)OC)OC)[C@H]1[C@@H](N(CC1)C)CO ((+)-trans-2-(2-chloro-4-cyano-phenyl)-8-(2-hydroxymethyl-1-methyl-pyrrolidin-3-yl)-5,7-dimethoxy-chromen-4-one). Reaction SMILES: [Cl:1][C:2]1[CH:7]=[C:6]([C:8]#[N:9])[CH:5]=[CH:4][C:3]=1[C:10](=[O:36])[CH2:11][C:12]([C:14]1[C:15](O)=[C:16]([CH:24]2[CH2:28][CH2:27][N:26]([CH3:29])[CH:25]2[CH2:30][O:31]C(=O)C)[C:17]([O:22][CH3:23])=[CH:18][C:19]=1[O:20][CH3:21])=[O:13].C([O-])(O)=O.[Na+]>Cl>[Cl:1][C:2]1[CH:7]=[C:6]([C:8]#[N:9])[CH:5]=[CH:4][C:3]=1[C:10]1[O:36][C:15]2[C:14]([C:12](=[O:13])[CH:11]=1)=[C:19]([O:20][CH3:21])[CH:18]=[C:17]([O:22][CH3:23])[C:16]=2[C@@H:24]1[CH2:28][CH2:27][N:26]([CH3:29])[C@H:25]1[CH2:30][OH:31] |f:1.2|. Procedure details: To a solution of n-BuLi (1.6 M solution in hexane, 17 mL, 27 mmol) in THF (50 mL), maintained at 0° C. under nitrogen atmosphere, hexamethyldisilazane (5.7 mL, 27 mmol) was added dropwise and stirred for 15 min. To this, a solution of the compound of example (36)(5.6 g, 10 mmol) in THF (50 mL) was added drop wise, maintaining the temperature at 0° C. After the addition, the reaction was allowed to warm to room temperature and stirred for 2.5 hrs. The reaction mixture was acidified with dilute HC... Yields the product CCCOc1ccc(CNC=C2C(=O)NC(=O)c3ccc(-c4ccoc4)cc32)cc1O. Reaction SMILES: [Br:1][c:2]1[cH:3][c:4]2[c:9]([cH:10][cH:11]1)[C:8](=[O:12])[NH:7][C:6](=[O:13])[C:5]2=[CH:14][NH:15][CH2:16][c:17]1[cH:18][c:19]([OH:27])[c:20]([O:23][CH2:24][CH2:25][CH3:26])[cH:21][cH:22]1.[C:36](=[O:37])([O-:38])[O-:39].[CH2:47]([Cl:48])[Cl:49].[CH3:42][N:43]([CH3:44])[CH:45]=[O:46].[Cs+:40].[Cs+:41].[O:52]=[C:53]([CH:54]=[CH:55][c:56]1[cH:57][cH:58][cH:59][cH:60][cH:61]1)[CH:62]=[CH:63][c:64]1[cH:65][cH:66][cH:67][cH:68][cH:69]1.[O:70]=[C:71]([CH:72]=[CH:73][c:74]1[cH:75][cH:76][cH:77][cH:78][cH:79]1)[CH:80]=[CH:81][c:82]1[cH:83][cH:84][cH:85][cH:86][cH:87]1.[O:88]=[C:89]([CH:90]=[CH:91][c:92]1[cH:93][cH:94][cH:95][cH:96][cH:97]1)[CH:98]=[CH:99][c:100]1[cH:101][cH:102][cH:103][cH:104][cH:105]1.[Pd:50].[Pd:51].[o:28]1[cH:29][c:30]([B:33]([OH:34])[OH:35])[cH:31][cH:32]1>>[c:2]1(-[c:30]2[cH:29][o:28][cH:32][cH:31]2)[cH:3][c:4]2[c:9]([cH:10][cH:11]1)[C:8](=[O:12])[NH:7][C:6](=[O:13])[C:5]2=[CH:14][NH:15][CH2:16][c:17]1[cH:18][c:19]([OH:27])[c:20]([O:23][CH2:24][CH2:25][CH3:26])[cH:21][cH:22]1. The reactants are CCCOc1ccc(CNC=C2C(=O)NC(=O)c3ccc(Br)cc32)cc1O, O=C([O-])[O-], ClCCl, CN(C)C=O, [Cs+], [Cs+], O=C(C=Cc1ccccc1)C=Cc1ccccc1, O=C(C=Cc1ccccc1)C=Cc1ccccc1, O=C(C=Cc1ccccc1)C=Cc1ccccc1, [Pd], [Pd], OB(O)c1ccoc1. RXN SMILES: [CH2:1]([CH3:2])[N:3]([c:4]1[cH:5][cH:6][c:7]([C:10](=[O:11])[O:12][CH3:13])[n:8][cH:9]1)[CH2:14][CH3:15].[CH3:19][OH:20].[ClH:18].[Na+:17].[OH-:16].[OH2:21]>>[CH2:1]([CH3:2])[N:3]([c:4]1[cH:5][cH:6][c:7]([C:10](=[O:11])[OH:12])[n:8][cH:9]1)[CH2:14][CH3:15]. The product is CCN(CC)c1ccc(C(=O)O)nc1. Starting materials: CCN(CC)c1ccc(C(=O)OC)nc1, CO, Cl, [Na+], [OH-], O. The reactants are C(C1CCCO1)N1C(C=CC=2C(CCCC12)=O)=O (1-tetrahydrofurfuryl-7,8-dihydro-2,5(1H,6H)-quinolinedione). The solvent is C(Cl)(Cl)Cl.C(C)O (chloroform ethanol). Yields the product C(CC)N1C(C=CC=2C(CCCC12)=O)=O (1-propyl-7,8-dihydro-2,5(1H,6H)-quinolinedione). Reaction SMILES: [CH2:1]([N:7]1[C:16]2[CH2:15][CH2:14][CH2:13][C:12](=[O:17])[C:11]=2[CH:10]=[CH:9][C:8]1=[O:18])[CH:2]1OCC[CH2:3]1>C(Cl)(Cl)Cl.C(O)C>[CH2:1]([N:7]1[C:16]2[CH2:15][CH2:14][CH2:13][C:12](=[O:17])[C:11]=2[CH:10]=[CH:9][C:8]1=[O:18])[CH2:2][CH3:3] |f:1.2|. Procedure: 1-tetrahydrofurfuryl-7,8-dihydro-2,5(1H,6H)-quinolinedione oil, Rf-value: 0.58 (Polygram silica gel plates SIL G/UV254 of Messrs. Machery-Nagel, system: chloroform/ethanol=19/1 by volume). Reactants: COC1=C(C(=C(C(=C1)OC)C(CCC1=CC=C(C=C1)OC)=O)O)CC=C(C)C (1-[4,6-dimethoxy-2-hydroxy-3-(3-methyl-2-butenyl)phenyl]-3-(4-methoxyphenyl)-1-propanone), [H-].[Na+] (sodium hydride), BrCC(=O)OC (methyl α-bromoacetate). Run in CN(C=O)C (dimethylformamide). Conditions: temperature 0 celsius, time 1 hour. Yields the product COC1=C(C(=C(C(=C1)OC)C(CCC1=CC=C(C=C1)OC)=O)OCC(=O)OC)CC=C(C)C (1-[4,6-dimethoxy-2-methoxycarbonylmethoxy-3-(3-methyl-2-butenyl)phenyl]-3-(4-methoxyphenyl)-1-propanone). The yield is 90.7%. As a reaction SMILES: [CH3:1][O:2][C:3]1[CH:8]=[C:7]([O:9][CH3:10])[C:6]([C:11](=[O:22])[CH2:12][CH2:13][C:14]2[CH:19]=[CH:18][C:17]([O:20][CH3:21])=[CH:16][CH:15]=2)=[C:5]([OH:23])[C:4]=1[CH2:24][CH:25]=[C:26]([CH3:28])[CH3:27].[H-].[Na+].Br[CH2:32][C:33]([O:35][CH3:36])=[O:34]>CN(C)C=O>[CH3:1][O:2][C:3]1[CH:8]=[C:7]([O:9][CH3:10])[C:6]([C:11](=[O:22])[CH2:12][CH2:13][C:14]2[CH:19]=[CH:18][C:17]([O:20][CH3:21])=[CH:16][CH:15]=2)=[C:5]([O:23][CH2:32][C:33]([O:35][CH3:36])=[O:34])[C:4]=1[CH2:24][CH:25]=[C:26]([CH3:28])[CH3:27] |f:1.2|. Procedure details: Then, 30 ml of dimethylformamide was added to 5.2 g of 1-[4,6-dimethoxy-2-hydroxy-3-(3-methyl-2-butenyl)phenyl]-3-(4-methoxyphenyl)-1-propanone and 355 mg of sodium hydride, and the mixture was stirred at 0° C. for 1 hour. Then, 2.2 g of methyl α-bromoacetate was added to the mixture, and the mixture was stirred at 0° C. for 1 hour and at room temperature for 2 hours to effect reaction. After the reaction, the reaction mixture was extracted with ethyl acetate and filtered, and the solvent was re... The reactants are BrC1=[N+](C(=CC(=C1)[N+](=O)[O-])CC)[O-] (2-bromo-6-ethyl-4-nitro-pyridine 1-oxide). The reagents and catalysts are [Fe] (iron). The solvent is C(C)(=O)O (acetic acid). Conditions: temperature 100 celsius, time 1 hour. Yields the product BrC1=NC(=CC(=C1)N)C (2-Bromo-6-methyl-pyridin-4-yl-amine), material. The yield is 88.0%. Reaction SMILES: [Br:1][C:2]1[CH:7]=[C:6]([N+:8]([O-])=O)[CH:5]=[C:4]([CH2:11]C)[N+:3]=1[O-]>C(O)(=O)C.[Fe]>[Br:1][C:2]1[CH:7]=[C:6]([NH2:8])[CH:5]=[C:4]([CH3:11])[N:3]=1. Procedure details: A solution of 2-bromo-6-ethyl-4-nitro-pyridine 1-oxide (15.9 g, 69 mmol) in acetic acid (310 ml) was treated with powdered iron (25.8 g, 462 mmol). The mixture was slowly heated to 100° C. and kept for 1 hr. Then the reaction mixture was cooled to rt and filtered. After evaporation of the solvent the residue was crystallized to yield the title compound as a beige material (88%). Mp. 75-77° C. (pentane), MS: m/e=200 (M+). Reported procedure: A mixture of 1.3 g of N-cyano-O-phenylisourea and 1.2 g of 1,2,3,4-tetrahydro-1-naphthylamine in 5 ml of chloroform was heated at reflux in an oil bath. Disappearance of the isourea was monitored by thin layer chromatography analysis. After 30 hours, the resulting thick solution was treated with 5 ml of toluene and allowed to stand at room temperature which resulted in the crystallization of the desired product. The supernatant solution was withdrawn and the product washed with toluene (10 ml). ... Solvent: C(Cl)(Cl)Cl (chloroform). Reaction conditions: time 30 hour. Yields the product C(#N)NC(NC1CCCC2=CC=CC=C12)=N (N'-cyano-N-(1,2,3,4-tetrahydro-1-naphthyl)guanidine). Reactants: C1(=CC=CC=C1)C (toluene), C(#N)NC(OC1=CC=CC=C1)=N (N-cyano-O-phenylisourea), C1(CCCC2=CC=CC=C12)N (1,2,3,4-tetrahydro-1-naphthylamine), NC(O)=N (isourea). RXN SMILES: [C:1]([NH:3][C:4](=[NH:12])OC1C=CC=CC=1)#[N:2].[CH:13]1([NH2:23])[C:22]2[C:17](=[CH:18][CH:19]=[CH:20][CH:21]=2)[CH2:16][CH2:15][CH2:14]1.NC(=N)O.C1(C)C=CC=CC=1>C(Cl)(Cl)Cl>[C:1]([NH:3][C:4](=[NH:12])[NH:23][CH:13]1[C:22]2[C:17](=[CH:18][CH:19]=[CH:20][CH:21]=2)[CH2:16][CH2:15][CH2:14]1)#[N:2].